From a dataset of the Open Reaction Database (ORD), a public repository of structured organic reaction records. describe an organic reaction: reactants, conditions, products, and yield The reactants are BrCc1ccccc1, CC(=O)NC(CNC(=O)OC(C)(C)C)C(=O)O, CCOC(C)=O, CCCCCC, CN(C)C=O, [Na+], O=C([O-])O. Product: CC(=O)NC(CNC(=O)OC(C)(C)C)C(=O)OCc1ccccc1. As a reaction SMILES: [Br:23][CH2:24][c:25]1[cH:26][cH:27][cH:28][cH:29][cH:30]1.[C:1]([CH3:2])([CH3:3])([CH3:4])[O:5][C:6](=[O:7])[NH:8][CH2:9][CH:10]([C:11](=[O:12])[OH:13])[NH:14][C:15]([CH3:16])=[O:17].[C:31]([O:32][CH2:33][CH3:34])(=[O:35])[CH3:36].[CH3:37][CH2:38][CH2:39][CH2:40][CH2:41][CH3:42].[CH3:43][N:44]([CH3:45])[CH:46]=[O:47].[Na+:22].[O-:18][C:19]([OH:20])=[O:21]>>[C:1]([CH3:2])([CH3:3])([CH3:4])[O:5][C:6](=[O:7])[NH:8][CH2:9][CH:10]([C:11]([O:12][CH2:24][c:25]1[cH:26][cH:27][cH:28][cH:29][cH:30]1)=[O:13])[NH:14][C:15]([CH3:16])=[O:17]. Starting materials: CNC(=O)Oc1cccc2c1OC(C)(C)C2, Cl, O, O=S(=O)(Cl)Cl, Sc1nc2ccccc2s1, c1ccccc1, c1ccncc1. Product: CN(Sc1nc2ccccc2s1)C(=O)Oc1cccc2c1OC(C)(C)C2. As a reaction SMILES: [CH3:17][NH:18][C:19](=[O:20])[O:21][c:22]1[cH:23][cH:24][cH:25][c:26]2[c:32]1[O:31][C:28]([CH3:29])([CH3:30])[CH2:27]2.[ClH:16].[OH2:45].[S:1]([Cl:2])([Cl:3])(=[O:4])=[O:5].[SH:6][c:7]1[s:8][c:9]2[c:10]([n:11]1)[cH:12][cH:13][cH:14][cH:15]2.[cH:33]1[cH:34][cH:35][cH:36][cH:37][cH:38]1.[cH:39]1[cH:40][cH:41][n:42][cH:43][cH:44]1>>[S:6]([c:7]1[s:8][c:9]2[c:10]([n:11]1)[cH:12][cH:13][cH:14][cH:15]2)[N:18]([CH3:17])[C:19](=[O:20])[O:21][c:22]1[cH:23][cH:24][cH:25][c:26]2[c:32]1[O:31][C:28]([CH3:29])([CH3:30])[CH2:27]2. Reactants: [BH4-].[Na+] (sodium borohydride), CC1C(C(C(C1)C=CC(CCCCC)=O)CCCCCCC(=O)O)=O (7-[3-methyl-2-oxo-5-(3-oxo-1-octenyl)cyclopentyl]heptanoic acid). The solvent is [OH-].[Na+] (sodium hydroxide), C(C)O (ethanol), [OH-].[Na+] (sodium hydroxide). Conditions: temperature 10 celsius, time 1 day. Yields the product OC1C(C(CC1C)C=CC(CCCCC)O)CCCCCCC(=O)O (7-[2-hydroxy-5-(3-hydroxy-1-octenyl)-3-methylcyclopentyl]heptanoic acid). Isolated yield 80.6%. RXN SMILES: [BH4-].[Na+].[CH3:3][CH:4]1[CH2:8][CH:7]([CH:9]=[CH:10][C:11](=[O:17])[CH2:12][CH2:13][CH2:14][CH2:15][CH3:16])[CH:6]([CH2:18][CH2:19][CH2:20][CH2:21][CH2:22][CH2:23][C:24]([OH:26])=[O:25])[C:5]1=[O:27]>[OH-].[Na+].C(O)C>[OH:27][CH:5]1[CH:4]([CH3:3])[CH2:8][CH:7]([CH:9]=[CH:10][CH:11]([OH:17])[CH2:12][CH2:13][CH2:14][CH2:15][CH3:16])[CH:6]1[CH2:18][CH2:19][CH2:20][CH2:21][CH2:22][CH2:23][C:24]([OH:26])=[O:25] |f:0.1,3.4|. Procedure details: A solution of sodium borohydride (0.18 g., 0.0046 mole) in 0.2N aqueous sodium hydroxide (1.8 ml.) was added dropwise to a solution of 7-[3-methyl-2-oxo-5-(3-oxo-1-octenyl)cyclopentyl]heptanoic acid (0.5 g., 0.0014 mole) in ethanol (15 ml.) and N aqueous sodium hydroxide (1.4 ml., 0.0014 mole). The resulting solution was stirred for 1 day, and then the ethanol was removed in vacuo. A small quantity of water was added, and the solution was extracted twice with diethyl ether (to remove non-acidic ... The reactants are C1CCNC1, CC1Cc2ccc(-c3ccc(C(=O)O)nc3)cc2CN1c1cc(N2CCN(C)CC2)nc(N)n1. Product: CC1Cc2ccc(-c3ccc(C(=O)N4CCCC4)nc3)cc2CN1c1cc(N2CCN(C)CC2)nc(N)n1. RXN SMILES: [CH2:35]1[CH2:36][CH2:37][NH:38][CH2:39]1.[NH2:1][c:2]1[n:3][c:4]([N:28]2[CH2:29][CH2:30][N:31]([CH3:34])[CH2:32][CH2:33]2)[cH:5][c:6]([N:8]2[CH2:9][c:10]3[cH:11][c:12](-[c:19]4[cH:20][cH:21][c:22]([C:25](=[O:26])[OH:27])[n:23][cH:24]4)[cH:13][cH:14][c:15]3[CH2:16][CH:17]2[CH3:18])[n:7]1>>[NH2:1][c:2]1[n:3][c:4]([N:28]2[CH2:29][CH2:30][N:31]([CH3:34])[CH2:32][CH2:33]2)[cH:5][c:6]([N:8]2[CH2:9][c:10]3[cH:11][c:12](-[c:19]4[cH:20][cH:21][c:22]([C:25](=[O:26])[N:38]5[CH2:37][CH2:36][CH2:35][CH2:39]5)[n:23][cH:24]4)[cH:13][cH:14][c:15]3[CH2:16][CH:17]2[CH3:18])[n:7]1. Reaction SMILES: [C:27](=[O:28])([OH:29])[O-:30].[CH3:32][C:33]([O:34][C:35](=[O:36])[CH3:37])=[O:38].[F:5][c:6]1[cH:7][cH:8][c:9](-[c:12]2[s:13][cH:14][cH:15][c:16]2-[c:17]2[cH:18][cH:19][c:20]([S:23](=[O:24])(=[O:25])[CH3:26])[cH:21][cH:22]2)[cH:10][cH:11]1.[Na+:31].[OH:1][N+:2]([O-:3])=[O:4]>>[O-:1][N+:2](=[O:4])[c:14]1[s:13][c:12](-[c:9]2[cH:8][cH:7][c:6]([F:5])[cH:11][cH:10]2)[c:16](-[c:17]2[cH:18][cH:19][c:20]([S:23](=[O:24])(=[O:25])[CH3:26])[cH:21][cH:22]2)[cH:15]1. Yields the product CS(=O)(=O)c1ccc(-c2cc([N+](=O)[O-])sc2-c2ccc(F)cc2)cc1. Reactants: O=C([O-])O, CC(=O)OC(C)=O, CS(=O)(=O)c1ccc(-c2ccsc2-c2ccc(F)cc2)cc1, [Na+], O=[N+]([O-])O. Starting materials: C1=CN(C=N1)C(=O)N2C=CN=C2 (CDI), C(C)(C)(C)OC(NCCO)=O (tert-butyl(2-hydroxyethyl)carbamate). Run in C(Cl)Cl (DCM), C(Cl)Cl (DCM), C(Cl)Cl (DCM). Conditions: time 1 hour. Yields the product N1(C=NC=C1)C(=O)OCCNC(=O)OC(C)(C)C (2-((tert-butoxycarbonyl)amino)ethyl 1H-imidazole-1-carboxylate). Reaction SMILES: [CH:1]1[N:5]=[CH:4][N:3]([C:6](N2C=NC=C2)=[O:7])[CH:2]=1.[C:13]([O:17][C:18](=[O:23])[NH:19][CH2:20][CH2:21][OH:22])([CH3:16])([CH3:15])[CH3:14]>C(Cl)Cl>[N:3]1([C:6]([O:22][CH2:21][CH2:20][NH:19][C:18]([O:17][C:13]([CH3:16])([CH3:14])[CH3:15])=[O:23])=[O:7])[CH:2]=[CH:1][N:5]=[CH:4]1. Reported procedure: To a solution of CDI (218 mg, 1.30 mmol) in DCM (4 mL) was added a solution of tert-butyl(2-hydroxyethyl)carbamate (0.22 mL, 1.37 mmol) in DCM (1 mL). After stirring at rt for 1 h, the reaction mixture was used directly in DCM for the next step. Starting materials: O=C([O-])[O-], CS(C)=O, Oc1cnc(OC2CCC2)c(Cl)c1, CS(=O)(=O)NC(=O)c1cc(F)c(F)cc1F, [K+], [K+], O. The product is CS(=O)(=O)NC(=O)c1cc(F)c(Oc2cnc(OC3CCC3)c(Cl)c2)cc1F. Reaction SMILES: [C:30](=[O:31])([O-:32])[O-:33].[CH3:36][S:37]([CH3:38])=[O:39].[Cl:17][c:18]1[cH:19][c:20]([OH:29])[cH:21][n:22][c:23]1[O:24][CH:25]1[CH2:26][CH2:27][CH2:28]1.[F:1][c:2]1[c:3]([C:4](=[O:5])[NH:6][S:7](=[O:8])(=[O:9])[CH3:10])[cH:11][c:12]([F:16])[c:13]([F:15])[cH:14]1.[K+:34].[K+:35].[OH2:40]>>[F:1][c:2]1[c:3]([C:4](=[O:5])[NH:6][S:7](=[O:8])(=[O:9])[CH3:10])[cH:11][c:12]([F:16])[c:13]([O:29][c:20]2[cH:19][c:18]([Cl:17])[c:23]([O:24][CH:25]3[CH2:26][CH2:27][CH2:28]3)[n:22][cH:21]2)[cH:14]1.